Task: describe an organic reaction: reactants, conditions, products, and yield. Dataset: the Open Reaction Database (ORD), a public repository of structured organic reaction records Reactants: BrC=1C=CC(=C(C(=O)O)C1)F (5-bromo-2-fluorobenzoic acid), O.C1(=CC=C(C=C1)S(=O)(=O)O)C (p-toluenesulfonic acid monohydrate). Solvent: CO (methanol). Product: COC(C1=C(C=CC(=C1)Br)F)=O (5-Bromo-2-fluorobenzoic acid methyl ester). Isolated yield 91.9%. As a reaction SMILES: [Br:1][C:2]1[CH:3]=[CH:4][C:5]([F:11])=[C:6]([CH:10]=1)[C:7]([OH:9])=[O:8].O.[C:13]1(C)C=CC(S(O)(=O)=O)=CC=1>CO>[CH3:13][O:8][C:7](=[O:9])[C:6]1[CH:10]=[C:2]([Br:1])[CH:3]=[CH:4][C:5]=1[F:11] |f:1.2|. Reported procedure: Heat a solution of 5-bromo-2-fluorobenzoic acid (20 g, 92 mmol) and p-toluenesulfonic acid monohydrate (52 g, 275 mmol) in methanol (200 mL) at reflux overnight. Concentrate and dissolve the residue in ethyl acetate, wash twice with an aqueous saturated solution of sodium bicarbonate, once with an aqueous saturated solution of sodium chloride, dry (sodium sulfate), filter and concentrate to give the title compound as a clear liquid (19.7 g, 92%).